From a dataset of the Open Reaction Database (ORD), a public repository of structured organic reaction records. describe an organic reaction: reactants, conditions, products, and yield Reactants: CC(C)(C)OC(=O)NCCC1CC(C(O)CCc2ccccc2)C1, Cl, C1COCCO1. Yields the product Cl, NCCC1CC(C(O)CCc2ccccc2)C1. As a reaction SMILES: [C:1]([O:2][C:3](=[O:4])[NH:7][CH2:8][CH2:9][CH:10]1[CH2:11][CH:12]([CH:14]([CH2:15][CH2:16][c:17]2[cH:18][cH:19][cH:20][cH:21][cH:22]2)[OH:23])[CH2:13]1)([CH3:5])([CH3:6])[CH3:24].[ClH:25].[O:26]1[CH2:27][CH2:28][O:29][CH2:30][CH2:31]1>>[ClH:25].[NH2:7][CH2:8][CH2:9][CH:10]1[CH2:11][CH:12]([CH:14]([CH2:15][CH2:16][c:17]2[cH:18][cH:19][cH:20][cH:21][cH:22]2)[OH:23])[CH2:13]1. The reactants are O (Water), S1C2=C(C=C1)C(=CC=C2)N2CCN(CC2)CCCCOC2=CC=C1CCC(NC1=C2)=O (7-[4-(4-benzo[b]thiophen-4-ylpiperazin-1-yl)butoxy]-3,4-dihydro-1H-quinolin-2-one), C(CCCCCCCCCCC)(=O)Cl (dodecanoylchloride), N1=CC=CC=C1 (pyridine). The solvent is C(Cl)Cl (methylene chloride). Yields the product S1C2=C(C=C1)C(=CC=C2)N2CCN(CC2)CCCCOC2=CC=C1CCC(N(C1=C2)C(CCCCCCCCCCC)=O)=O (7-[4-(4-benzo[b]thiophen-4-ylpiperazin-1-yl)butoxy]-1-dodecanoyl-3,4-dihydro-1H-quinolin-2-one). As a reaction SMILES: [S:1]1[CH:5]=[CH:4][C:3]2[C:6]([N:10]3[CH2:15][CH2:14][N:13]([CH2:16][CH2:17][CH2:18][CH2:19][O:20][C:21]4[CH:30]=[C:29]5[C:24]([CH2:25][CH2:26][C:27](=[O:31])[NH:28]5)=[CH:23][CH:22]=4)[CH2:12][CH2:11]3)=[CH:7][CH:8]=[CH:9][C:2]1=2.N1C=CC=CC=1.[C:38](Cl)(=[O:50])[CH2:39][CH2:40][CH2:41][CH2:42][CH2:43][CH2:44][CH2:45][CH2:46][CH2:47][CH2:48][CH3:49].O>C(Cl)Cl>[S:1]1[CH:5]=[CH:4][C:3]2[C:6]([N:10]3[CH2:11][CH2:12][N:13]([CH2:16][CH2:17][CH2:18][CH2:19][O:20][C:21]4[CH:30]=[C:29]5[C:24]([CH2:25][CH2:26][C:27](=[O:31])[N:28]5[C:38](=[O:50])[CH2:39][CH2:40][CH2:41][CH2:42][CH2:43][CH2:44][CH2:45][CH2:46][CH2:47][CH2:48][CH3:49])=[CH:23][CH:22]=4)[CH2:14][CH2:15]3)=[CH:7][CH:8]=[CH:9][C:2]1=2. Procedure: To a solution of 7-[4-(4-benzo[b]thiophen-4-ylpiperazin-1-yl)butoxy]-3,4-dihydro-1H-quinolin-2-one (0.3 g) synthesized in the same manner as in WO2006/112464 (Example 11) in methylene chloride (10 ml) was added pyridine (0.11 ml), with stirring under ice-cooling, dodecanoylchloride (0.24 ml) was added, and the mixture was stirred at room temperature overnight. Water was added to the reaction mixture and the mixture was extracted with methylene chloride, and dried over sodium sulfate. The solvent... The reactants are C1CCOC1, C=C(C)OC(=O)Cl, Nc1cc(C(F)(F)F)ccn1, c1ccncc1. Product: C=C(C)OC(=O)Nc1cc(C(F)(F)F)ccn1. Reaction SMILES: [CH2:25]1[O:26][CH2:27][CH2:28][CH2:29]1.[Cl:18][C:19](=[O:20])[O:21][C:22](=[CH2:23])[CH3:24].[F:1][C:2]([c:3]1[cH:4][c:5]([NH2:9])[n:6][cH:7][cH:8]1)([F:10])[F:11].[cH:12]1[cH:13][cH:14][n:15][cH:16][cH:17]1>>[F:1][C:2]([c:3]1[cH:4][c:5]([NH:9][C:19](=[O:20])[O:21][C:22](=[CH2:23])[CH3:24])[n:6][cH:7][cH:8]1)([F:10])[F:11]. Reactants: [Br-], [Br-], [Br-], CC(=O)c1ccc(-c2ccc([N+](=O)[O-])cc2)cc1C, CC(=O)O, c1cc[nH+]cc1, c1cc[nH+]cc1, c1cc[nH+]cc1. Product: Cc1cc(-c2ccc([N+](=O)[O-])cc2)ccc1C(=O)CBr. RXN SMILES: [Br-:20].[Br-:21].[Br-:22].[CH3:1][c:2]1[cH:3][c:4](-[c:11]2[cH:12][cH:13][c:14]([N+:17](=[O:18])[O-:19])[cH:15][cH:16]2)[cH:5][cH:6][c:7]1[C:8]([CH3:9])=[O:10].[CH3:41][C:42](=[O:43])[OH:44].[nH+:23]1[cH:24][cH:25][cH:26][cH:27][cH:28]1.[nH+:29]1[cH:30][cH:31][cH:32][cH:33][cH:34]1.[nH+:35]1[cH:36][cH:37][cH:38][cH:39][cH:40]1>>[CH3:1][c:2]1[cH:3][c:4](-[c:11]2[cH:12][cH:13][c:14]([N+:17](=[O:18])[O-:19])[cH:15][cH:16]2)[cH:5][cH:6][c:7]1[C:8]([CH2:9][Br:20])=[O:10]. The reactants are COC(C=CC=1C=C2C=CC(=CC2=CC1)CO[Si](C)(C)C(C)(C)C)=O (3-(2-t-butyldimethylsilyloxylmethylnaphthalen-6-yl)acrylic acid methyl ester). The reagents and catalysts are [Pd] (palladium black). The solvent is C1=CC=CC=C1 (benzene). Run at time 1 hour. The product is COC(CCC1=CC2=CC=C(C=C2C=C1)CO[Si](C)(C)C(C)(C)C)=O (3-(6-t-butyldimethylsilyloxymethylnaphthalen-2-yl)propionic acid methyl ester). Yield: 102.6%. Reaction SMILES: [CH3:1][O:2][C:3](=[O:25])[CH:4]=[CH:5][C:6]1[CH:7]=[C:8]2[C:13](=[CH:14][CH:15]=1)[CH:12]=[C:11]([CH2:16][O:17][Si:18]([C:21]([CH3:24])([CH3:23])[CH3:22])([CH3:20])[CH3:19])[CH:10]=[CH:9]2>C1C=CC=CC=1.[Pd]>[CH3:1][O:2][C:3](=[O:25])[CH2:4][CH2:5][C:6]1[CH:15]=[CH:14][C:13]2[C:8](=[CH:9][CH:10]=[C:11]([CH2:16][O:17][Si:18]([C:21]([CH3:23])([CH3:22])[CH3:24])([CH3:19])[CH3:20])[CH:12]=2)[CH:7]=1. Procedure details: The compound (2.54 g) obtained in Example 121-4 was dissolved in anhydrous benzene (80 ml) and added with palladium black, followed by stirring at room temperature for 1 hour under a nitrogen atmosphere. After completion of the reaction, the solution was filtrated through Celite. Then, the solvent was distilled off, thereby obtaining the subject compound (2.62 g) as a white solid. Reactants: CCCCc1nc(C)n(CC(=O)O)c(=O)c1Cc1ccc(-c2ccccc2-c2noc(=O)[nH]2)cc1, C1COCCN1, CCN=C=NCCCN(C)C, CCOC(C)=O, CN(C)C=O, Cl, On1nnc2ccccc21. The product is CCCCc1nc(C)n(CC(=O)N2CCOCC2)c(=O)c1Cc1ccc(-c2ccccc2-c2noc(=O)[nH]2)cc1. As a reaction SMILES: [CH2:1]([CH2:2][CH2:3][CH3:4])[c:5]1[n:6][c:7]([CH3:35])[n:8]([CH2:31][C:32](=[O:33])[OH:34])[c:9](=[O:30])[c:10]1[CH2:11][c:12]1[cH:13][cH:14][c:15](-[c:18]2[c:19](-[c:24]3[n:25][o:26][c:27](=[O:29])[nH:28]3)[cH:20][cH:21][cH:22][cH:23]2)[cH:16][cH:17]1.[CH2:36]1[CH2:37][O:38][CH2:39][CH2:40][NH:41]1.[CH2:53]([N:54]=[C:55]=[N:56][CH2:57][CH2:58][CH2:59][N:60]([CH3:61])[CH3:62])[CH3:63].[CH3:64][CH2:65][O:66][C:67](=[O:68])[CH3:69].[CH3:70][N:71]([CH3:72])[CH:73]=[O:74].[ClH:52].[OH:42][n:43]1[c:44]2[cH:45][cH:46][cH:47][cH:48][c:49]2[n:50][n:51]1>>[CH2:1]([CH2:2][CH2:3][CH3:4])[c:5]1[n:6][c:7]([CH3:35])[n:8]([CH2:31][C:32](=[O:34])[N:41]2[CH2:36][CH2:37][O:38][CH2:39][CH2:40]2)[c:9](=[O:30])[c:10]1[CH2:11][c:12]1[cH:13][cH:14][c:15](-[c:18]2[c:19](-[c:24]3[n:25][o:26][c:27](=[O:29])[nH:28]3)[cH:20][cH:21][cH:22][cH:23]2)[cH:16][cH:17]1.